From a dataset of the Open Reaction Database (ORD), a public repository of structured organic reaction records. describe an organic reaction: reactants, conditions, products, and yield Reaction conditions: temperature 80 celsius. Run in C(C)O (ethanol). The reactants are Cl.N1CCC2(CC1)C(NC1=CC=CC=C12)=O (spiro[indoline-3,4′-piperidin]-2-one hydrochloride), CC1=C(C=CC=2C(OCC21)=O)[C@@H]2OC2 (4-methyl-5-[(2S)-oxiran-2-yl]-2-benzofuran-1(3H)-one), CCN(C(C)C)C(C)C (DIEA). Reported procedure: Commercially available spiro[indoline-3,4′-piperidin]-2-one hydrochloride (500 mg, 2.10 mmol) was combined with 4-methyl-5-[(2S)-oxiran-2-yl]-2-benzofuran-1(3H)-one (I-4A) (398 mg, 2.10 mmol) and DIEA (439 μL, 2.51 mmol) in ethanol (7 mL) and heated at 80° C. for 3 h. The reaction mixture was concentrated and purified by MPLC eluting first with 30% ethyl acetatehexanes and then with 10% methanol/DCM to afford the title compound which was a mixture of regioisomers. MS-ESI (m/z): 393 (M+1)+; Product: O[C@@H](CN1CCC2(CC1)C(NC1=CC=CC=C12)=O)C=1C(=C2COC(C2=CC1)=O)C ((R)-1′-(2-hydroxy-2-(4-methyl-1-oxo-1,3-dihydroisobenzofuran-5-yl)ethyl)spiro[indoline-3,4′-piperidin]-2-one). RXN SMILES: Cl.[NH:2]1[CH2:7][CH2:6][C:5]2([C:15]3[C:10](=[CH:11][CH:12]=[CH:13][CH:14]=3)[NH:9][C:8]2=[O:16])[CH2:4][CH2:3]1.[CH3:17][C:18]1[C:26]2[CH2:25][O:24][C:23](=[O:27])[C:22]=2[CH:21]=[CH:20][C:19]=1[C@H:28]1[CH2:30][O:29]1.CCN(C(C)C)C(C)C>C(O)C>[OH:29][C@H:28]([C:19]1[C:18]([CH3:17])=[C:26]2[C:22](=[CH:21][CH:20]=1)[C:23](=[O:27])[O:24][CH2:25]2)[CH2:30][N:2]1[CH2:7][CH2:6][C:5]2([C:15]3[C:10](=[CH:11][CH:12]=[CH:13][CH:14]=3)[NH:9][C:8]2=[O:16])[CH2:4][CH2:3]1 |f:0.1|. Starting materials: C1CCOC1, Nc1cc(C2CC2)[nH]n1, CCN(C(C)C)C(C)C, CC(Nc1nc(F)c(F)cc1[N+](=O)[O-])c1ccc(F)cc1. Product: CC(Nc1nc(Nc2cc(C3CC3)[nH]n2)c(F)cc1[N+](=O)[O-])c1ccc(F)cc1. As a reaction SMILES: [CH2:40]1[O:41][CH2:42][CH2:43][CH2:44]1.[CH:22]1([c:25]2[cH:26][c:27]([NH2:30])[n:28][nH:29]2)[CH2:23][CH2:24]1.[CH:31]([N:32]([CH2:33][CH3:34])[CH:35]([CH3:36])[CH3:37])([CH3:38])[CH3:39].[F:1][c:2]1[cH:3][c:4]([N+:19](=[O:20])[O-:21])[c:5]([NH:9][CH:10]([CH3:11])[c:12]2[cH:13][cH:14][c:15]([F:18])[cH:16][cH:17]2)[n:6][c:7]1[F:8]>>[F:1][c:2]1[cH:3][c:4]([N+:19](=[O:20])[O-:21])[c:5]([NH:9][CH:10]([CH3:11])[c:12]2[cH:13][cH:14][c:15]([F:18])[cH:16][cH:17]2)[n:6][c:7]1[NH:30][c:27]1[cH:26][c:25]([CH:22]2[CH2:23][CH2:24]2)[nH:29][n:28]1.